This data is from the Open Reaction Database (ORD), a public repository of structured organic reaction records. The task is: describe an organic reaction: reactants, conditions, products, and yield Reactants: ClCC1CO1, NC1c2ccccc2-c2ccccc21. The product is OC(CCl)CNC1c2ccccc2-c2ccccc21. Reaction SMILES: [Cl:15][CH2:16][CH:17]1[CH2:18][O:19]1.[NH2:1][CH:2]1[c:3]2[cH:4][cH:5][cH:6][cH:7][c:8]2-[c:9]2[cH:10][cH:11][cH:12][cH:13][c:14]21>>[NH:1]([CH:2]1[c:3]2[cH:4][cH:5][cH:6][cH:7][c:8]2-[c:9]2[cH:10][cH:11][cH:12][cH:13][c:14]21)[CH2:18][CH:17]([CH2:16][Cl:15])[OH:19]. The reactants are [B-](F)(F)(F)F.CN(C)C(=[N+](C)C)ON1C(=O)CCC1=O (TSTU), FC=1C=C(C=CC1)N1[C@H](CCC1)C=1C=C(C=C2C(C=C(OC12)N1CCOCC1)=O)C(=O)O (8-[(2R)-(1-(3-fluorophenyl)pyrrolidin-2-yl)]-2-morpholino-4-oxo-4H-chromene-6-carboxylic acid), N1CCOCC1 (morpholine), CCN(C(C)C)C(C)C (DIPEA). The solvent is C(Cl)Cl (DCM). Run at time 16 hour. Product: FC=1C=C(C=CC1)N1[C@H](CCC1)C=1C=C(C=C2C(C=C(OC12)N1CCOCC1)=O)C(=O)N1CCOCC1 (8-[(2R)-(1-(3-fluorophenyl)pyrrolidin-2-yl)]-6-(morpholine-4-carbonyl)-2-morpholino-4H-chromen-4-one). Isolated yield 43.6%. Reaction SMILES: [B-](F)(F)(F)F.CN(C(ON1C(=O)CCC1=O)=[N+](C)C)C.[F:21][C:22]1[CH:23]=[C:24]([N:28]2[CH2:32][CH2:31][CH2:30][C@@H:29]2[C:33]2[CH:34]=[C:35]([C:50](O)=[O:51])[CH:36]=[C:37]3[C:42]=2[O:41][C:40]([N:43]2[CH2:48][CH2:47][O:46][CH2:45][CH2:44]2)=[CH:39][C:38]3=[O:49])[CH:25]=[CH:26][CH:27]=1.[NH:53]1[CH2:58][CH2:57][O:56][CH2:55][CH2:54]1.CCN(C(C)C)C(C)C>C(Cl)Cl>[F:21][C:22]1[CH:23]=[C:24]([N:28]2[CH2:32][CH2:31][CH2:30][C@@H:29]2[C:33]2[CH:34]=[C:35]([C:50]([N:53]3[CH2:58][CH2:57][O:56][CH2:55][CH2:54]3)=[O:51])[CH:36]=[C:37]3[C:42]=2[O:41][C:40]([N:43]2[CH2:48][CH2:47][O:46][CH2:45][CH2:44]2)=[CH:39][C:38]3=[O:49])[CH:25]=[CH:26][CH:27]=1 |f:0.1|. Reported procedure: TSTU (220 mg, 0.68 mmol) was added in one portion to a stirred suspension of 8-[(2R)-(1-(3-fluorophenyl)pyrrolidin-2-yl)]-2-morpholino-4-oxo-4H-chromene-6-carboxylic acid (250 mg, 0.57 mmol, >98% enantiomeric purity, see Example 1.06 for details of preparation), morpholine (0.075 mL, 0.86 mmol) and DIPEA (0.149 mL, 0.86 mmol) dissolved in DCM (5 mL) at room temperature under nitrogen. The resulting suspension was stirred at room temperature for 16 h. The reaction mixture was purified by preparat... Reactants: NC1=C(C=C(C=C1)OS(=O)(=O)C1=CC=C(C=C1)F)[N+](=O)[O-] (2-amino-5-(4-fluorophenylsulfonyloxy)nitrobenzene), C(O)CN (ethanolamine). Run in CCOCCO (ethyl glycol), Cl (HCl). The product is NC1=C(C=C(C=C1)OS(=O)(=O)C1=CC=C(C=C1)NCCO)[N+](=O)[O-] (2-amino-5-(4-[2-hydroxyethyl]aminophenylsulfonyloxy)nitrobenzene). As a reaction SMILES: [NH2:1][C:2]1[CH:7]=[CH:6][C:5]([O:8][S:9]([C:12]2[CH:17]=[CH:16][C:15](F)=[CH:14][CH:13]=2)(=[O:11])=[O:10])=[CH:4][C:3]=1[N+:19]([O-:21])=[O:20].[CH2:22]([CH2:24][NH2:25])[OH:23]>CCOCCO.Cl>[NH2:1][C:2]1[CH:7]=[CH:6][C:5]([O:8][S:9]([C:12]2[CH:17]=[CH:16][C:15]([NH:25][CH2:24][CH2:22][OH:23])=[CH:14][CH:13]=2)(=[O:11])=[O:10])=[CH:4][C:3]=1[N+:19]([O-:21])=[O:20]. Procedure details: 15.6 g of 2-amino-5-(4-fluorophenylsulfonyloxy)nitrobenzene were combined with 25 ml ethanolamine in 100 ml ethyl glycol in a round bottom flask. The reaction mixture was heated to reflux for 90 min and then cooled on ice. Reaction mixture was then diluted with 250 ml of 2N aqueous HCl, the compound precipitated and was filtered off with suction. The preciptate was the washed with water and dried, yielding 15.5 g of 2-amino-5-(4-[2-hydroxyethyl]aminophenylsulfonyloxy)nitrobenzene (melting point ... The reactants are CC(=O)O (AcOH), C1=CC2=CC(=CC3=C2C(=C1)C(=O)OC3=O)[N+](=O)[O-] (3-nitro-1,8-naphthalic anhydride), [OH-].[Na+] (NaOH). Run in O (H2O), O (H2O), Cl (HCl). The product is [N+](=O)([O-])C=1C=C(C2=CC=CC=C2C1)C(=O)O (3-nitronaphthalene-1-carboxylic acid). Yield: 61.6%. RXN SMILES: [CH:1]1[CH:10]=[C:9]2C([O:13][C:14](=[O:15])[C:7]3=[C:8]2[C:3](=[CH:4][C:5]([N+:16]([O-:18])=[O:17])=[CH:6]3)[CH:2]=1)=O.[OH-].[Na+].CC(O)=O>O.Cl>[N+:16]([C:5]1[CH:6]=[C:7]([C:14]([OH:15])=[O:13])[C:8]2[C:3]([CH:4]=1)=[CH:2][CH:1]=[CH:10][CH:9]=2)([O-:18])=[O:17] |f:1.2|. Reported procedure: To a solution of 3-nitro-1,8-naphthalic anhydride (21.8 g, 89.7 mmol) in H2O (550 mL) containing 14.4 g of NaOH was added a solution of yellow HgO (25.1 g) in a mixture of H2O (75 mL) and glacial AcOH (25 mL). After reflux for 4 days, the reaction mixture was cooled and filtered to afford the mercurated product, which was then refluxed in 700 mL of 5N HCl for 3 h. The cream-colored precipitate was filtered, washed with cold H2O, dried, and recrystallized from hot glacial AcOH to yield 3-nitronap...